Dataset: the Open Reaction Database (ORD), a public repository of structured organic reaction records. Task: describe an organic reaction: reactants, conditions, products, and yield Reactants: BrC=1C=C(C(=O)OC)C=C(C1C)C=O (methyl 3-bromo-5-formyl-4-methylbenzoate), [BH4-].[Na+] (sodium borohydride). Solvent: CO (methanol). Run at time 3 hour. The product is BrC=1C=C(C(=O)OC)C=C(C1C)CO (Methyl 3-bromo-5-(hydroxymethyl)-4-methylbenzoate). RXN SMILES: [Br:1][C:2]1[CH:3]=[C:4]([CH:9]=[C:10]([CH:13]=[O:14])[C:11]=1[CH3:12])[C:5]([O:7][CH3:8])=[O:6].[BH4-].[Na+]>CO>[Br:1][C:2]1[CH:3]=[C:4]([CH:9]=[C:10]([CH2:13][OH:14])[C:11]=1[CH3:12])[C:5]([O:7][CH3:8])=[O:6] |f:1.2|. Procedure details: To a methanol (0.1 M) solution of methyl 3-bromo-5-formyl-4-methylbenzoate (1 eq.) from the previous step was added sodium borohydride (4 eq.) portionwise. The resulting mixture was stirred at RT for 3 h. The reaction was subsequently quenched with cold 10% aq. HCl and extracted with ether. The combined organic extracts were then washed with water and brine, dried over Na2SO4 and filtered. Concentration of the filtrate in vacuo afforded the title compound as a white solid. Reactants: N(CCO)(CCO)CCO (Triethanol amine), S(=O)(=O)(OC)OC (dimethyl sulfate), fatty acid, C(C)(C)O (isopropanol). The solvent is C(CC)O (propanol). Yields the product COS(=O)(=O)[O-].OCC[NH3+] (N-(2-hydroxyethyl)ammonium methyl sulfate). As a reaction SMILES: [N:1](CCO)(CCO)[CH2:2][CH2:3][OH:4].C(O)(C)C.[S:15]([O:20]C)([O:18][CH3:19])(=[O:17])=[O:16]>C(O)CC>[CH3:19][O:18][S:15]([O-:20])(=[O:17])=[O:16].[OH:4][CH2:3][CH2:2][NH3+:1] |f:4.5|. Reported procedure: Triethanol amine (149 g) and 547 g of hydrogenated tallow fatty acid were used and subjected to an esterification reaction at 200° C. under nitrogen atmosphere for 10 hours, and to this was added 139 g of isopropanol, and this was subjected to a quaternizing reaction at 60° C. by using 126 g of dimethyl sulfate to obtain a propanol solution of N-methyl-N,N-bis(hydrogenated tallow alkanoyl oxyethyl)-N-(2-hydroxyethyl)ammonium methyl sulfate. It was found through NMR measurements that this solutio...